This data is from the Open Reaction Database (ORD), a public repository of structured organic reaction records. The task is: describe an organic reaction: reactants, conditions, products, and yield Reactants: mixture, ClC1=C(C=CC(=C1)Cl)C1=CN(C=2[C@@H](CCCC12)CC(=O)O)[C@H](CCC)C1=CC=C(C=C1)C(F)(F)F (((7S)-3-(2,4-dichlorophenyl)-1-{(1R)-1-[4-(trifluoromethyl)phenyl]butyl}-4,5,6,7-tetrahydro-1H-indol-7-yl)acetic acid), (7R)-3-(2,4-dichlorophenyl)-1-{(1S-1-[4-(trifluoromethyl)phenyl]butyl}-4,5,6,7-tetrahydro-1H-indol-7-yl)acetic acid, ClC1=C(C=CC(=C1)Cl)C1=CN(C=2[C@H](CCCC12)CC(=O)O)[C@H](CCC)C1=CC=C(C=C1)C(F)(F)F (((7R)-3-(2,4-dichlorophenyl)-1-{(1R)-1-[4-(trifluoromethyl)phenyl]butyl}-4,5,6,7-tetrahydro-1H-indol-7-yl)acetic acid). Product: C(=O)=O.CO (CO2 MeOH), ClC1=C(C=CC(=C1)Cl)C1=CN(C=2[C@H](CCCC12)CC(=O)O)[C@@H](CCC)C1=CC=C(C=C1)C(F)(F)F (((7R)-3-(2,4-dichlorophenyl)-1-{(1S)-1-[4-(trifluoromethyl)phenyl]butyl}-4,5,6,7-tetrahydro-1H-indol-7-yl)acetic acid), ClC1=C(C=CC(=C1)Cl)C1=CN(C=2[C@@H](CCCC12)CC(=O)O)[C@H](CCC)C1=CC=C(C=C1)C(F)(F)F (((7S)-3-(2,4-dichlorophenyl)-1-{(1R)-1-[4-(trifluoromethyl)phenyl] butyl}-4,5,6,7-tetrahydro-1H-indol-7-yl)acetic acid). RXN SMILES: [Cl:1][C:2]1[CH:7]=[C:6]([Cl:8])[CH:5]=[CH:4][C:3]=1[C:9]1[C:17]2[CH2:16][CH2:15][CH2:14][C@@H:13]([CH2:18][C:19]([OH:21])=[O:20])[C:12]=2[N:11]([C@@H:22]([C:26]2[CH:31]=[CH:30][C:29]([C:32]([F:35])([F:34])[F:33])=[CH:28][CH:27]=2)[CH2:23][CH2:24][CH3:25])[CH:10]=1.[Cl:36][C:37]1[CH:42]=[C:41]([Cl:43])[CH:40]=[CH:39][C:38]=1[C:44]1[C:52]2[CH2:51][CH2:50][CH2:49][C@H:48]([CH2:53][C:54]([OH:56])=[O:55])[C:47]=2[N:46]([C@@H:57]([C:61]2[CH:66]=[CH:65][C:64]([C:67]([F:70])([F:69])[F:68])=[CH:63][CH:62]=2)[CH2:58][CH2:59][CH3:60])[CH:45]=1>>[C:19](=[O:21])=[O:20].[CH3:54][OH:55].[Cl:36][C:37]1[CH:42]=[C:41]([Cl:43])[CH:40]=[CH:39][C:38]=1[C:44]1[C:52]2[CH2:51][CH2:50][CH2:49][C@H:48]([CH2:53][C:54]([OH:56])=[O:55])[C:47]=2[N:46]([C@H:57]([C:61]2[CH:62]=[CH:63][C:64]([C:67]([F:69])([F:70])[F:68])=[CH:65][CH:66]=2)[CH2:58][CH2:59][CH3:60])[CH:45]=1.[Cl:1][C:2]1[CH:7]=[C:6]([Cl:8])[CH:5]=[CH:4][C:3]=1[C:9]1[C:17]2[CH2:16][CH2:15][CH2:14][C@@H:13]([CH2:18][C:19]([OH:21])=[O:20])[C:12]=2[N:11]([C@@H:22]([C:26]2[CH:27]=[CH:28][C:29]([C:32]([F:34])([F:35])[F:33])=[CH:30][CH:31]=2)[CH2:23][CH2:24][CH3:25])[CH:10]=1 |f:2.3|. Procedure details: Prepared as described for Example 1, using 2,4-dichloro-beta-nitrostyrene in Step 2 with heating at 200° C. in a microwave apparatus; m/z (ES−) 522 (M−H+). The enantiomers and diastereomers could be separated by supercritical fluid chromatography. A CHIRALPAK AD-H column 250×10 mm (5μ) Column temperature 40° C., Mobile phase: 85/15 CO2/MeOH, Flow rate: 10 mL/min, outlet pressure 100 bar gave pure Example 2a ((7S)-3-(2,4-dichlorophenyl)-1-{(1S)-1-[4-(trifluoromethyl)phenyl]butyl}-4,5,6,7-tetrahyd... The reactants are Cl (hydrochloric acid), C(C)OC=NC1=C(C=C(C=C1)F)F (N-(2,4-difluorophenyl)-formimino ethyl ether), ClC1=C(C(=O)CC(=O)OCC)C=C(C(=C1)Cl)F (ethyl 2,4-dichloro-5-fluoro-benzoylacetate), [O-2].[Mg+2] (magnesium oxide). Run in O (water), C(CCC)OCCO (ethylene glycol monobutyl ether), C(CCC)OCCO (ethylene glycol monobutyl ether), C(C)O (Ethanol), O (water). Conditions: temperature 110 celsius. The product is FC1=C(C=CC(=C1)F)N1C=C(C(C2=CC(=C(C=C12)Cl)F)=O)C(=O)O (N-(2,4-difluorophenyl)-6-fluoro-7-chloro-1,4-dihydro-4-oxo-quinoline-3-carboxylic acid). The yield is 78.1%. RXN SMILES: C(O[CH:4]=[N:5][C:6]1[CH:11]=[CH:10][C:9]([F:12])=[CH:8][C:7]=1[F:13])C.Cl[C:15]1[CH:28]=[C:27]([Cl:29])[C:26]([F:30])=[CH:25][C:16]=1[C:17]([CH2:19][C:20]([O:22]CC)=[O:21])=[O:18].[O-2].[Mg+2].Cl>C(OCCO)CCC.O.C(O)C>[F:13][C:7]1[CH:8]=[C:9]([F:12])[CH:10]=[CH:11][C:6]=1[N:5]1[C:15]2[C:16](=[CH:25][C:26]([F:30])=[C:27]([Cl:29])[CH:28]=2)[C:17](=[O:18])[C:19]([C:20]([OH:22])=[O:21])=[CH:4]1 |f:2.3|. Reported procedure: 60 ml of ethylene glycol monobutyl ether, 37 g of N-(2,4-difluorophenyl)-formimino ethyl ether and 50 g of ethyl 2,4-dichloro-5-fluoro-benzoylacetate were heated at 60° to 65° C. for 5 hours. Ethanol and a little solvent were stripped off under 20 mbar. The mixture was then diluted with 150 ml of ethylene glycol monobutyl ether, 12 g of magnesium oxide were added and the mixture was heated at 110° C. for 10 hours. For working up, the reaction mixture was poured into a mixture of 150 ml of water ... The reactants are FC1=C(N)C(=CC=C1)F (2,6-Difluoroaniline), B1(OO1)[O-].O.O.O.O.[Na+] (sodium perborate tetrahydrate), O (water). Solvent: C(C)(=O)O (acetic acid), C(C)(=O)O (acetic acid). Reaction conditions: temperature 80 celsius. Product: FC1=C(C(=CC=C1)F)[N+](=O)[O-] (2,6-difluoronitrobenzene). The yield is 51.8%. Reaction SMILES: B1([O-])OO1.[OH2:5].[OH2:6].O.O.[Na+].[F:10][C:11]1[CH:17]=[CH:16][CH:15]=[C:14]([F:18])[C:12]=1[NH2:13].O>C(O)(=O)C>[F:10][C:11]1[CH:17]=[CH:16][CH:15]=[C:14]([F:18])[C:12]=1[N+:13]([O-:6])=[O:5] |f:0.1.2.3.4.5|. Reported procedure: A mixture of sodium perborate tetrahydrate (65 g, 422 mmol) in glacial acetic acid (250 mL) was stirred at 80° C. 2,6-Difluoroaniline (11.0 g, 85 mmol) in glacial acetic acid (50 mL) was added slowly to the mixture. The temperature was maintained between 80-90° C. for 1 hour. The cooled reaction mixture was poured into water and extracted twice with diethyl ether. The combined organic layers were washed with a dilute solution of sodium bicarbonate, dried over anhydrous magnesium sulfate and evap...